From a dataset of the Open Reaction Database (ORD), a public repository of structured organic reaction records. describe an organic reaction: reactants, conditions, products, and yield Reactants: O=C(O)c1cc(N(CCCl)CCCl)c([N+](=O)[O-])cc1[N+](=O)[O-], NCCCO, CN(C)C=O, O, O=S(Cl)Cl. The product is O=C(NCCCO)c1cc(N(CCCl)CCCl)c([N+](=O)[O-])cc1[N+](=O)[O-]. As a reaction SMILES: [Cl:1][CH2:2][CH2:3][N:4]([c:5]1[c:6]([N+:17](=[O:18])[O-:19])[cH:7][c:8]([N+:14](=[O:15])[O-:16])[c:9]([C:10](=[O:11])[OH:12])[cH:13]1)[CH2:20][CH2:21][Cl:22].[NH2:28][CH2:29][CH2:30][CH2:31][OH:32].[O:23]=[CH:24][N:25]([CH3:26])[CH3:27].[OH2:37].[S:33]([Cl:34])([Cl:35])=[O:36]>>[Cl:1][CH2:2][CH2:3][N:4]([c:5]1[c:6]([N+:17](=[O:18])[O-:19])[cH:7][c:8]([N+:14](=[O:15])[O-:16])[c:9]([C:10](=[O:12])[NH:28][CH2:29][CH2:30][CH2:31][OH:32])[cH:13]1)[CH2:20][CH2:21][Cl:22]. The reactants are CCB(CC)CC, C1CCOC1, Cc1cncc(-c2nc(C(F)(F)F)cn2-c2ccc(S(C)(=O)=O)cc2)c1, CC(=O)[O-], NOS(=O)(=O)O, [Na+], O. The product is Cc1cncc(-c2nc(C(F)(F)F)cn2-c2ccc(S(N)(=O)=O)cc2)c1. Reaction SMILES: [CH2:27]([B:28]([CH2:29][CH3:30])[CH2:31][CH3:32])[CH3:33].[CH2:45]1[O:46][CH2:47][CH2:48][CH2:49]1.[CH3:1][c:2]1[cH:3][n:4][cH:5][c:6](-[c:8]2[n:9](-[c:17]3[cH:18][cH:19][c:20]([S:23](=[O:24])(=[O:25])[CH3:26])[cH:21][cH:22]3)[cH:10][c:11]([C:13]([F:14])([F:15])[F:16])[n:12]2)[cH:7]1.[CH3:35][C:36](=[O:37])[O-:38].[NH2:39][O:40][S:41]([OH:42])(=[O:43])=[O:44].[Na+:34].[OH2:50]>>[CH3:1][c:2]1[cH:3][n:4][cH:5][c:6](-[c:8]2[n:9](-[c:17]3[cH:18][cH:19][c:20]([S:23](=[O:24])(=[O:25])[NH2:39])[cH:21][cH:22]3)[cH:10][c:11]([C:13]([F:14])([F:15])[F:16])[n:12]2)[cH:7]1.